Dataset: the Open Reaction Database (ORD), a public repository of structured organic reaction records. Task: describe an organic reaction: reactants, conditions, products, and yield Reactants: BrC=1C=CC(=C2CCC(NC12)=O)OC(C)=O (8-bromo-5-acetyloxy-3,4-dihydrocarbostyril), Cl (hydrochloric acid). Yields the product BrC=1C=CC(=C2CCC(NC12)=O)O (8-bromo-5-hydroxy-3,4-dihydrocarbostyril). The yield is 78.2%. Reaction SMILES: [Br:1][C:2]1[CH:3]=[CH:4][C:5]([O:13]C(=O)C)=[C:6]2[C:11]=1[NH:10][C:9](=[O:12])[CH2:8][CH2:7]2.Cl>>[Br:1][C:2]1[CH:3]=[CH:4][C:5]([OH:13])=[C:6]2[C:11]=1[NH:10][C:9](=[O:12])[CH2:8][CH2:7]2. Procedure: The thus-obtained 21 g of 8-bromo-5-acetyloxy-3,4-dihydrocarbostyril are dispersed in 150 ml of 8N-hydrochloric acid. The dispersion is heated under reflux conditions for 3 hours and then cooled. Insoluble matter thus formed is separated by filtration, washed with water and dried, and recrystallized from methanol-water to obtain 14 g of 8-bromo-5-hydroxy-3,4-dihydrocarbostyril in the form of colorless needle-like crystals with a melting point of 212°-213° C. Starting materials: ClC1=CC=C(C=C1)S(=O)(=O)N[C@H]1[C@@H](CCCCC1)CO (4-chloro-N-(trans-2-(hydroxymethyl)cycloheptyl)benzenesulfonamide), C([O-])([O-])=O.[Cs+].[Cs+] (cesium carbonate), BrCC1=CC=C(C#N)C=C1 (4-(bromomethyl)benzonitrile). Solvent: CN(C=O)C (dimethylformamide). Product: ClC1=CC=C(C=C1)S(=O)(=O)N([C@H]1[C@@H](CCCCC1)CO)CC1=CC=C(C=C1)C#N (4-chloro-N-(4-cyanobenzyl)-N-(trans-2-(hydroxymethyl)cycloheptyl)benzenesulfonamide). Yield: 90.0%. Reaction SMILES: [Cl:1][C:2]1[CH:7]=[CH:6][C:5]([S:8]([NH:11][C@@H:12]2[CH2:18][CH2:17][CH2:16][CH2:15][CH2:14][C@H:13]2[CH2:19][OH:20])(=[O:10])=[O:9])=[CH:4][CH:3]=1.C(=O)([O-])[O-].[Cs+].[Cs+].Br[CH2:28][C:29]1[CH:36]=[CH:35][C:32]([C:33]#[N:34])=[CH:31][CH:30]=1>CN(C)C=O>[Cl:1][C:2]1[CH:7]=[CH:6][C:5]([S:8]([N:11]([CH2:28][C:29]2[CH:36]=[CH:35][C:32]([C:33]#[N:34])=[CH:31][CH:30]=2)[C@@H:12]2[CH2:18][CH2:17][CH2:16][CH2:15][CH2:14][C@H:13]2[CH2:19][OH:20])(=[O:9])=[O:10])=[CH:4][CH:3]=1 |f:1.2.3|. Procedure details: A solution of 4-chloro-N-(trans-2-(hydroxymethyl)cycloheptyl)benzenesulfonamide (126 mg, 0.39 mmol), cesium carbonate (254 mg, 0.78 mmol), and 4-(bromomethyl)benzonitrile (92 mg, 0.47 mmol) was stirred in 2 mL dimethylformamide for 1.5 h. The reaction was partitioned between 25 mL diethyl ether and 25 mL 0.1 M HCl, concentrated and purified by flash chromatography on 40 g silica gel with 0 to 70% ethyl acetate in hexane to yield 4-chloro-N-(4-cyanobenzyl)-N-(trans-2-(hydroxymethyl)cycloheptyl)be... The reactants are CCOC(C)=O, OC(O)C(Cl)(Cl)Cl, Cc1ccc(C(N)=O)cc1, c1ccccc1. Yields the product Cc1ccc(C(=O)NC(O)C(Cl)(Cl)Cl)cc1. Reaction SMILES: [CH3:24][CH2:25][O:26][C:27](=[O:28])[CH3:29].[Cl:11][C:12]([CH:13]([OH:14])[OH:15])([Cl:16])[Cl:17].[c:1]1([CH3:10])[cH:2][cH:3][c:4]([C:7](=[O:8])[NH2:9])[cH:5][cH:6]1.[cH:18]1[cH:19][cH:20][cH:21][cH:22][cH:23]1>>[c:1]1([CH3:10])[cH:2][cH:3][c:4]([C:7](=[O:8])[NH:9][CH:13]([C:12]([Cl:11])([Cl:16])[Cl:17])[OH:14])[cH:5][cH:6]1. The reactants are CCN(C(C)C)C(C)C (DIPEA), ClC=1SC=2C(N1)=C(C=CC2)C(=O)Cl (2-chloro-benzothiazole-4-carbonyl chloride), NC[C@H]1N([C@H]2C[C@H]2C1)C(=O)C=1N=C(SC1C=1C=C(C=CC1)C)C (((1S,3S,5S)-3-aminomethyl-2-aza-bicyclo[3.1.0]hex-2-yl)-(2-methyl-5-m-tolyl-thiazol-4-yl)-methanone). Solvent: C(C)#N (acetonitrile). Conditions: time 30 minute. Yields the product CC=1SC(=C(N1)C(=O)N1[C@H]2C[C@H]2C[C@H]1CNC(=O)C=1C=CC=C2C1N=C(S2)Cl)C=2C=C(C=CC2)C (2-chloro-benzothiazole-4-carboxylic acid [(1S,3S,5S)-2-(2-methyl-5-m-tolyl-thiazole-4-carbonyl)-2-aza-bicyclo[3.1.0]hex-3-ylmethyl]-amide). RXN SMILES: CCN(C(C)C)C(C)C.[Cl:10][C:11]1[S:12][C:13]2[C:14](=[C:16]([C:20](Cl)=[O:21])[CH:17]=[CH:18][CH:19]=2)[N:15]=1.[NH2:23][CH2:24][C@@H:25]1[CH2:30][C@H:29]2[C@H:27]([CH2:28]2)[N:26]1[C:31]([C:33]1[N:34]=[C:35]([CH3:45])[S:36][C:37]=1[C:38]1[CH:39]=[C:40]([CH3:44])[CH:41]=[CH:42][CH:43]=1)=[O:32]>C(#N)C>[CH3:45][C:35]1[S:36][C:37]([C:38]2[CH:39]=[C:40]([CH3:44])[CH:41]=[CH:42][CH:43]=2)=[C:33]([C:31]([N:26]2[C@H:25]([CH2:24][NH:23][C:20]([C:16]3[CH:17]=[CH:18][CH:19]=[C:13]4[S:12][C:11]([Cl:10])=[N:15][C:14]=34)=[O:21])[CH2:30][C@H:29]3[C@@H:27]2[CH2:28]3)=[O:32])[N:34]=1. Reported procedure: DIPEA (0.61 mmol) and 2-chloro-benzothiazole-4-carbonyl chloride (0.31 mmol) are added successively to a solution of ((1S,3S,5S)-3-aminomethyl-2-aza-bicyclo[3.1.0]hex-2-yl)-(2-methyl-5-m-tolyl-thiazol-4-yl)-methanone (0.31 mmol) in acetonitrile (1.0 mL). The mixture is stirred for 30 min and purified by prep. HPLC to give the desored product. LC-MS (acidic): tR=1.06 min; [M+H]+=523.0.